This data is from the Open Reaction Database (ORD), a public repository of structured organic reaction records. The task is: describe an organic reaction: reactants, conditions, products, and yield The reactants are COc1cc(C)ccc1S(N)(=O)=O, CCN=C=NCCCN(C)C, ClCCl, Cl, COC(=O)C(c1ccc2c(c1)OCO2)c1cn(C)c2ccc(Br)cc12. The product is COc1cc(C)ccc1S(=O)(=O)NC(=O)C(c1ccc2c(c1)OCO2)c1cn(C)c2ccc(Br)cc12. Reaction SMILES: [CH3:26][O:27][c:28]1[c:29]([S:35](=[O:36])(=[O:37])[NH2:38])[cH:30][cH:31][c:32]([CH3:34])[cH:33]1.[CH3:40][N:41]([CH3:42])[CH2:43][CH2:44][CH2:45][N:46]=[C:47]=[N:48][CH2:49][CH3:50].[Cl:51][CH2:52][Cl:53].[ClH:39].[O:1]1[CH2:2][O:3][c:4]2[c:5]1[cH:6][cH:7][c:8]([CH:10]([C:11](=[O:12])[O:13][CH3:14])[c:15]1[cH:16][n:17]([CH3:25])[c:18]3[cH:19][cH:20][c:21]([Br:24])[cH:22][c:23]13)[cH:9]2>>[O:1]1[CH2:2][O:3][c:4]2[c:5]1[cH:6][cH:7][c:8]([CH:10]([C:11](=[O:12])[NH:38][S:35]([c:29]1[c:28]([O:27][CH3:26])[cH:33][c:32]([CH3:34])[cH:31][cH:30]1)(=[O:36])=[O:37])[c:15]1[cH:16][n:17]([CH3:25])[c:18]3[cH:19][cH:20][c:21]([Br:24])[cH:22][c:23]13)[cH:9]2. Reactants: O=c1cc(O)c(Cl)c[nH]1, O=C(Cl)c1cccc2ccccc12, c1ccncc1. Yields the product O=C(Oc1cc(=O)[nH]cc1Cl)c1cccc2ccccc12. As a reaction SMILES: [Cl:1][c:2]1[c:3]([OH:9])[cH:4][c:5](=[O:8])[nH:6][cH:7]1.[c:10]1([C:20](=[O:21])[Cl:22])[cH:11][cH:12][cH:13][c:14]2[cH:15][cH:16][cH:17][cH:18][c:19]12.[cH:23]1[cH:24][cH:25][n:26][cH:27][cH:28]1>>[Cl:1][c:2]1[c:3]([O:9][C:20]([c:10]2[cH:11][cH:12][cH:13][c:14]3[cH:15][cH:16][cH:17][cH:18][c:19]23)=[O:21])[cH:4][c:5](=[O:8])[nH:6][cH:7]1.